Task: describe an organic reaction: reactants, conditions, products, and yield. Dataset: the Open Reaction Database (ORD), a public repository of structured organic reaction records The reactants are C(O)([O-])=O.[Na+] (sodium hydrogencarbonate), FC1=C(C=CC(=C1)F)B(O)O (2,4-difluoro-benzene-boronic acid), BrC=1C=C(C=CC1)C1(N=C(COC1)N)C ((RS)-5-(3-bromo-phenyl)-5-methyl-5,6-dihydro-2H-[1,4]oxazin-3-ylamine). Reagents/catalysts: C=1C=CC(=CC1)[P](C=2C=CC=CC2)(C=3C=CC=CC3)[Pd]([P](C=4C=CC=CC4)(C=5C=CC=CC5)C=6C=CC=CC6)([P](C=7C=CC=CC7)(C=8C=CC=CC8)C=9C=CC=CC9)[P](C=1C=CC=CC1)(C=1C=CC=CC1)C=1C=CC=CC1 (tetrakis(triphenylphosphine)palladium(0)). Solvent: COCCOC (1,2-dimethoxyethane). Reaction conditions: temperature 100 celsius. The product is FC1=C(C=CC(=C1)F)C1=CC(=CC=C1)C1(N=C(COC1)N)C ((RS)-5-(2′,4′-difluoro-biphenyl-3-yl)-5-methyl-5,6-dihydro-2H-[1,4]oxazin-3-ylamine). Reaction SMILES: Br[C:2]1[CH:3]=[C:4]([C:8]2([CH3:15])[CH2:13][O:12][CH2:11][C:10]([NH2:14])=[N:9]2)[CH:5]=[CH:6][CH:7]=1.C(=O)([O-])O.[Na+].[F:21][C:22]1[CH:27]=[C:26]([F:28])[CH:25]=[CH:24][C:23]=1B(O)O>COCCOC.C1C=CC([P]([Pd]([P](C2C=CC=CC=2)(C2C=CC=CC=2)C2C=CC=CC=2)([P](C2C=CC=CC=2)(C2C=CC=CC=2)C2C=CC=CC=2)[P](C2C=CC=CC=2)(C2C=CC=CC=2)C2C=CC=CC=2)(C2C=CC=CC=2)C2C=CC=CC=2)=CC=1>[F:21][C:22]1[CH:27]=[C:26]([F:28])[CH:25]=[CH:24][C:23]=1[C:2]1[CH:7]=[CH:6][CH:5]=[C:4]([C:8]2([CH3:15])[CH2:13][O:12][CH2:11][C:10]([NH2:14])=[N:9]2)[CH:3]=1 |f:1.2,^1:41,43,62,81|. Reported procedure: A degassed solution of (RS)-5-(3-bromo-phenyl)-5-methyl-5,6-dihydro-2H-[1,4]oxazin-3-ylamine (intermediate XII-1) (100 mg, 0.37 mmol) in 1,2-dimethoxyethane was treated with tetrakis(triphenylphosphine)palladium(0) (42.7 mg, 0.037 mmol), then purged again with argon for 15 minutes. Thereafter, a solution of sodium hydrogencarbonate (1 M, 0.5 ml) and 2,4-difluoro-benzene-boronic acid (116.5 g, 0.74 mmol) were added. The tube was sealed and the mixture heated to 100° C. for 3 hours. For the workup... Reactants: COC=1C=C(C=CC1OC)[C@H]1CC=CC[C@H]1N ((±)-cis-6-(3,4-dimethoxyphenyl)-cyclohex-3-enylamine), C1(CC1)COC=1C=C(C(=O)Cl)C=CC1OCC1CC1 (3,4-bis-cyclopropylmethoxybenzoyl chloride). Run in ClCCl (dichloromethane), ClCCl (dichloromethane). The product is C1(CC1)COC=1C=C(C(=O)N[C@@H]2CC=CC[C@@H]2C2=CC(=C(C=C2)OC)OC)C=CC1OCC1CC1 ((±)-cis-3,4-Bis-cyclopropylmethoxy-N-[6-(3,4-dimethoxyphenyl)cyclohex-3-enyl]benzamide). The yield is 93.5%. As a reaction SMILES: [CH3:1][O:2][C:3]1[CH:4]=[C:5]([C@@H:11]2[C@H:16]([NH2:17])[CH2:15][CH:14]=[CH:13][CH2:12]2)[CH:6]=[CH:7][C:8]=1[O:9][CH3:10].[CH:18]1([CH2:21][O:22][C:23]2[CH:24]=[C:25]([CH:29]=[CH:30][C:31]=2[O:32][CH2:33][CH:34]2[CH2:36][CH2:35]2)[C:26](Cl)=[O:27])[CH2:20][CH2:19]1>ClCCl>[CH:18]1([CH2:21][O:22][C:23]2[CH:24]=[C:25]([CH:29]=[CH:30][C:31]=2[O:32][CH2:33][CH:34]2[CH2:36][CH2:35]2)[C:26]([NH:17][C@H:16]2[C@@H:11]([C:5]3[CH:6]=[CH:7][C:8]([O:9][CH3:10])=[C:3]([O:2][CH3:1])[CH:4]=3)[CH2:12][CH:13]=[CH:14][CH2:15]2)=[O:27])[CH2:19][CH2:20]1. Procedure details: 20 g of (±)-cis-6-(3,4-dimethoxyphenyl)-cyclohex-3-enylamine (compound G1) are dissolved in 125 ml of dichloromethane and treated with a solution of 24.1 g of 3,4-bis-cyclopropylmethoxybenzoyl chloride in 125 ml of dichloromethane at room temperature. After 1 h the reaction mixture is extracted with 2 N hydrochloric acid and water, the organic phase is dried using sodium sulfate and concentrated. 38.3 g of the title compound of m.p. 152-153.5° C. are obtained. Starting materials: CN(C)C=O, FC(F)(F)c1ccc(-c2ccc(CCl)cn2)cc1, [H-], [Na+], O, Oc1ccc(CCCCn2ccnn2)cc1. The product is FC(F)(F)c1ccc(-c2ccc(COc3ccc(CCCCn4ccnn4)cc3)cn2)cc1. Reaction SMILES: [CH3:38][N:39]([CH3:40])[CH:41]=[O:42].[Cl:19][CH2:20][c:21]1[cH:22][cH:23][c:24](-[c:27]2[cH:28][cH:29][c:30]([C:33]([F:34])([F:35])[F:36])[cH:31][cH:32]2)[n:25][cH:26]1.[H-:1].[Na+:2].[OH2:37].[n:3]1([CH2:8][CH2:9][CH2:10][CH2:11][c:12]2[cH:13][cH:14][c:15]([OH:18])[cH:16][cH:17]2)[n:4][n:5][cH:6][cH:7]1>>[n:3]1([CH2:8][CH2:9][CH2:10][CH2:11][c:12]2[cH:13][cH:14][c:15]([O:18][CH2:20][c:21]3[cH:22][cH:23][c:24](-[c:27]4[cH:28][cH:29][c:30]([C:33]([F:34])([F:35])[F:36])[cH:31][cH:32]4)[n:25][cH:26]3)[cH:16][cH:17]2)[n:4][n:5][cH:6][cH:7]1. Starting materials: COC(=O)CC(=O)C(C)C, COC(=O)c1ccc(N)cc1, Cc1ccccc1, CCOC(C)=O. The product is COC(=O)c1ccc(NC(=O)CC(=O)C(C)C)cc1. RXN SMILES: [CH3:12][O:13][C:14]([CH2:15][C:16]([CH:17]([CH3:18])[CH3:19])=[O:20])=[O:21].[CH3:1][O:2][C:3]([c:4]1[cH:5][cH:6][c:7]([NH2:10])[cH:8][cH:9]1)=[O:11].[CH3:22][c:23]1[cH:24][cH:25][cH:26][cH:27][cH:28]1.[CH3:29][CH2:30][O:31][C:32](=[O:33])[CH3:34]>>[CH3:1][O:2][C:3]([c:4]1[cH:5][cH:6][c:7]([NH:10][C:14](=[O:13])[CH2:15][C:16]([CH:17]([CH3:18])[CH3:19])=[O:20])[cH:8][cH:9]1)=[O:11]. Starting materials: Cl (HCl), C1CCC2=NCCCN2CC1 (DBU), NS(=O)(=O)C1=C(C(=O)OC)C=CC(=C1)CCNC(=O)OC (methyl 2-aminosulfonyl-4-[2-(methoxycarbonylamino)ethyl]benzoate), COC1=NC(=NC(=C1)OC)N(C([O-])=O)C1=CC=CC=C1 (N-(4,6-dimethoxypyrimidin-2-yl)phenylcarbamate). The solvent is C(C)#N (acetonitrile), O (water), C(C)OCC (diethyl ether). Conditions: time 2 hour. Yields the product COC1=NC(=NC(=C1)OC)NC(=O)NS(=O)(=O)C1=C(C(=O)OC)C=CC(=C1)CCNC(=O)OC (Methyl 2-[(4,6-Dimethoxypyrimidin-2-yl)aminocarbonylaminosulfonyl]-4-[2-(methoxycarbonylamino)ethyl]benzoate). Reaction SMILES: C1CCN2C(=NCCC2)CC1.[NH2:12][S:13]([C:16]1[CH:25]=[C:24]([CH2:26][CH2:27][NH:28][C:29]([O:31][CH3:32])=[O:30])[CH:23]=[CH:22][C:17]=1[C:18]([O:20][CH3:21])=[O:19])(=[O:15])=[O:14].[CH3:33][O:34][C:35]1[CH:40]=[C:39]([O:41][CH3:42])[N:38]=[C:37]([N:43](C2C=CC=CC=2)[C:44](=O)[O-:45])[N:36]=1.Cl>C(#N)C.O.C(OCC)C>[CH3:42][O:41][C:39]1[CH:40]=[C:35]([O:34][CH3:33])[N:36]=[C:37]([NH:43][C:44]([NH:12][S:13]([C:16]2[CH:25]=[C:24]([CH2:26][CH2:27][NH:28][C:29]([O:31][CH3:32])=[O:30])[CH:23]=[CH:22][C:17]=2[C:18]([O:20][CH3:21])=[O:19])(=[O:14])=[O:15])=[O:45])[N:38]=1. Reported procedure: 0.26 ml (1.7 mmol) of DBU was added dropwise to a suspension of 0.54 g (1.7 mmol) of methyl 2-aminosulfonyl-4-[2-(methoxycarbonylamino)ethyl]benzoate and 0.47 g (1.7 mmol) of N-(4,6-dimethoxypyrimidin-2-yl)phenylcarbamate in 15 ml of acetonitrile. After 2 h, the mixture was diluted with water and diethyl ether and acidified with HCl to pH 1-2, and the product precipitated was removed by filtration, washed with water and diethyl ether and dried. Yield: 0.47 g (55.6%) of methyl 2-[(4,6-dimethoxypy...